This data is from the Open Reaction Database (ORD), a public repository of structured organic reaction records. The task is: describe an organic reaction: reactants, conditions, products, and yield Starting materials: ClC1=CC=C(S1)C(=O)NCC=1N=NN(C1)C1=CC=C(C=C1)N(C(OCC)=O)C (Ethyl 4-(4-((5-chlorothiophene-2-carboxamido)methyl)-1H-1,2,3-triazol-1-yl)phenyl(methyl)carbamate), [OH-].[Na+] (NaOH), ClC1=CC=C(S1)C(=O)NCC=1N=NN(C1)C1=CC=C(C=C1)NC (5-chloro-N-((1-(4-(methylamino)phenyl)-1H-1,2,3-triazol-4-yl)methyl)thiophene-2-carboxamide), compound, Cl (HCl), CCN(C(C)C)C(C)C (DIEA), COCC(=O)Cl (CH3OCH2COCl). The solvent is CO (methanol), CS(=O)C (DMSO). Run at time 30 minute. Product: ClC1=CC=C(S1)C(=O)NCC=1N=NN(C1)C1=CC=C(C=C1)N(C(COC)=O)C (5-Chloro-N-((1-(4-(2-methoxy-N-methylacetamido)phenyl)-1H-1,2,3-triazol-4-yl)methyl)thiophene-2-carboxamide). As a reaction SMILES: [Cl:1][C:2]1[S:6][C:5]([C:7]([NH:9][CH2:10][C:11]2[N:12]=[N:13][N:14]([C:16]3[CH:21]=[CH:20][C:19]([N:22]([CH3:28])[C:23](=[O:27])OCC)=[CH:18][CH:17]=3)[CH:15]=2)=[O:8])=[CH:4][CH:3]=1.[OH-].[Na+].Cl.ClC1SC(C(NCC2N=NN(C3C=CC(NC)=CC=3)C=2)=O)=CC=1.CCN(C(C)C)C(C)C.[CH3:64][O:65][CH2:66]C(Cl)=O>CS(C)=O.CO>[Cl:1][C:2]1[S:6][C:5]([C:7]([NH:9][CH2:10][C:11]2[N:12]=[N:13][N:14]([C:16]3[CH:21]=[CH:20][C:19]([N:22]([CH3:28])[C:23](=[O:27])[CH2:64][O:65][CH3:66])=[CH:18][CH:17]=3)[CH:15]=2)=[O:8])=[CH:4][CH:3]=1 |f:1.2|. Procedure details: Compound 25 (60 mg, 0.14 mmol) was treated with 2 mL 2N NaOH and 2 mL methanol at 80° C. for 2 hrs and acidified with 2N HCl. The major product in this reaction, 5-chloro-N-((1-(4-(methylamino)phenyl)-1H-1,2,3-triazol-4-yl)methyl)thiophene-2-carboxamide, was isolated with prep HPLC. MS found for C15H14ClN5OS (M+H)+ 348.1, 350.1. This compound (10 mg, 0.023 mmol) was dissolved in 1 mL DMSO. To it were added 20 μL DIEA and CH3OCH2COCl (25 μL, 0.23 mmol). The mixture was stirred for 30 min and dire... The reactants are N1=CC=C(C)C2=CC=CC=C12 (lepidine), [H][H] (hydrogen). Reagents/catalysts: [Pt]=O (platinum oxide). Run in FC(C(=O)O)(F)F (trifluoroacetic acid). Product: CC1=CC=NC=2CCCCC12 (4-methyl-5,6,7,8-tetrahydroquinoline). The yield is 92.0%. As a reaction SMILES: [N:1]1[C:11]2[C:6](=[CH:7][CH:8]=[CH:9][CH:10]=2)[C:4]([CH3:5])=[CH:3][CH:2]=1.[H][H]>FC(F)(F)C(O)=O.[Pt]=O>[CH3:5][C:4]1[C:6]2[CH2:7][CH2:8][CH2:9][CH2:10][C:11]=2[N:1]=[CH:2][CH:3]=1. Procedure: Using the general method of F. W. Vierhapper and E. L. Eliel (J. Org. Chem., 1975, 40, 2729), a solution of 4.97 g (34.7 mmol) of lepidine in 35 mL of trifluoroacetic acid was shaken with 580 mg of platinum oxide under 50 psi of hydrogen for 18 h. After filtering off the catalyst, the solution was concentrated to about 20 mL and diluted with 25 mL of water. The aquous solution was chilled in ice, and basified carefully with 35 mL of 50% aqueous sodium hydroxide. The aqeuous layer was then extrac... Starting materials: BrB(Br)Br, COc1cccc2c1CCC(C(=O)N1CCC(c3ccccc3)CC1)CC2=O, ClCCl, [NH4+], [OH-]. Product: O=C1CC(C(=O)N2CCC(c3ccccc3)CC2)CCc2c(O)cccc21. Reaction SMILES: [B:1]([Br:2])([Br:3])[Br:4].[CH3:5][O:6][c:7]1[cH:8][cH:9][cH:10][c:11]2[c:12]1[CH2:13][CH2:14][CH:15]([C:19](=[O:20])[N:21]1[CH2:22][CH2:23][CH:24]([c:27]3[cH:28][cH:29][cH:30][cH:31][cH:32]3)[CH2:25][CH2:26]1)[CH2:16][C:17]2=[O:18].[Cl:35][CH2:36][Cl:37].[NH4+:34].[OH-:33]>>[OH:6][c:7]1[cH:8][cH:9][cH:10][c:11]2[c:12]1[CH2:13][CH2:14][CH:15]([C:19](=[O:20])[N:21]1[CH2:22][CH2:23][CH:24]([c:27]3[cH:28][cH:29][cH:30][cH:31][cH:32]3)[CH2:25][CH2:26]1)[CH2:16][C:17]2=[O:18]. Starting materials: S(=O)(=O)([O-])OOS(=O)(=O)[O-].[K+].[K+] (potassium persulfate), ClC1=NC(=CN=C1)Cl (2,6-dichloropyrazine), ice water. The solvent is S(O)(O)(=O)=O (sulfuric acid). Conditions: time 8 hour. Yields the product ClC1=[N+](C(=CN=C1)Cl)[O-] (2,6-dichloropyrazine-1-oxide). Reaction SMILES: [Cl:1][C:2]1[CH:7]=[N:6][CH:5]=[C:4]([Cl:8])[N:3]=1.S(OOS([O-])(=O)=O)([O-])(=O)=[O:10].[K+].[K+]>S(=O)(=O)(O)O>[Cl:1][C:2]1[CH:7]=[N:6][CH:5]=[C:4]([Cl:8])[N+:3]=1[O-:10] |f:1.2.3|. Reported procedure: To a stirred solution of 15 grams (0.1 mole) of 2,6-dichloropyrazine in 120 milliliters of concentrated sulfuric acid, maintained at 5° C, was gradually added 30 grams (0.11 mole) of potassium persulfate. The reaction mixture was stirred overnight at room temperature and thereafter poured into 400 milliliters of ice water. The resulting solution was thoroughly extracted with chloroform and the extract washed with both a saturated sodium bicarbonate solution and a saturated sodium chloride soluti... Starting materials: COc1cccc2c1C(=C(C)C)C(=O)N2, CCO. Yields the product COc1cccc2c1C(C(C)C)C(=O)N2. As a reaction SMILES: [C:1]([CH3:2])([CH3:3])=[C:4]1[C:5](=[O:15])[NH:6][c:7]2[cH:8][cH:9][cH:10][c:11]([O:13][CH3:14])[c:12]21.[CH3:16][CH2:17][OH:18]>>[CH:1]([CH3:2])([CH3:3])[CH:4]1[C:5](=[O:15])[NH:6][c:7]2[cH:8][cH:9][cH:10][c:11]([O:13][CH3:14])[c:12]21. Reactants: ClC1=NC=CC(=C1)OC1=CC(=C(C=C1F)NC(=O)C=1C(N(C=CC1)C1=CC=C(C=C1)F)=O)F (N-(4-((2-chloropyridin-4-yl)oxy)-2,5-difluorophenyl)-1-(4-fluorophenyl)-2-oxo-1,2-dihydropyridine-3-carboxamide), [Si](C)(C)(C(C)(C)C)OCCN1N=CC(=C1)B1OC(C(O1)(C)C)(C)C (1-(2-((tert-butyldimethylsilyl)oxy)ethyl)-4-(4,4,5,5-tetramethyl-1,3,2-dioxaborolan-2-yl)-1H-pyrazole), C(=O)([O-])[O-].[K+].[K+] (K2CO3). Reagents/catalysts: C=1C=CC(=CC1)[P](C=2C=CC=CC2)(C=3C=CC=CC3)[Pd]([P](C=4C=CC=CC4)(C=5C=CC=CC5)C=6C=CC=CC6)([P](C=7C=CC=CC7)(C=8C=CC=CC8)C=9C=CC=CC9)[P](C=1C=CC=CC1)(C=1C=CC=CC1)C=1C=CC=CC1 (Pd(PPh3)4). Solvent: O1CCOCC1 (dioxane), O (H2O). Conditions: temperature 70 celsius. The product is [Si](C)(C)(C(C)(C)C)OCCN1N=CC(=C1)C1=NC=CC(=C1)OC1=CC(=C(C=C1F)NC(=O)C=1C(N(C=CC1)C1=CC=C(C=C1)F)=O)F (N-(4-((2-(1-(2-((tert-butyldimethylsilyl)oxy)ethyl)-1H-pyrazol-4-yl)pyridin-4-yl)oxy)-2,5-difluorophenyl)-1-(4-fluorophenyl)-2-oxo-1,2-dihydropyridine-3-carboxamide). Yield: 87.6%. As a reaction SMILES: Cl[C:2]1[CH:7]=[C:6]([O:8][C:9]2[C:14]([F:15])=[CH:13][C:12]([NH:16][C:17]([C:19]3[C:20](=[O:32])[N:21]([C:25]4[CH:30]=[CH:29][C:28]([F:31])=[CH:27][CH:26]=4)[CH:22]=[CH:23][CH:24]=3)=[O:18])=[C:11]([F:33])[CH:10]=2)[CH:5]=[CH:4][N:3]=1.[Si:34]([O:41][CH2:42][CH2:43][N:44]1[CH:48]=[C:47](B2OC(C)(C)C(C)(C)O2)[CH:46]=[N:45]1)([C:37]([CH3:40])([CH3:39])[CH3:38])([CH3:36])[CH3:35].C([O-])([O-])=O.[K+].[K+]>O1CCOCC1.O.C1C=CC([P]([Pd]([P](C2C=CC=CC=2)(C2C=CC=CC=2)C2C=CC=CC=2)([P](C2C=CC=CC=2)(C2C=CC=CC=2)C2C=CC=CC=2)[P](C2C=CC=CC=2)(C2C=CC=CC=2)C2C=CC=CC=2)(C2C=CC=CC=2)C2C=CC=CC=2)=CC=1>[Si:34]([O:41][CH2:42][CH2:43][N:44]1[CH:48]=[C:47]([C:2]2[CH:7]=[C:6]([O:8][C:9]3[C:14]([F:15])=[CH:13][C:12]([NH:16][C:17]([C:19]4[C:20](=[O:32])[N:21]([C:25]5[CH:30]=[CH:29][C:28]([F:31])=[CH:27][CH:26]=5)[CH:22]=[CH:23][CH:24]=4)=[O:18])=[C:11]([F:33])[CH:10]=3)[CH:5]=[CH:4][N:3]=2)[CH:46]=[N:45]1)([C:37]([CH3:40])([CH3:38])[CH3:39])([CH3:36])[CH3:35] |f:2.3.4,^1:74,76,95,114|. Procedure: A mixture of N-(4-((2-chloropyridin-4-yl)oxy)-2,5-difluorophenyl)-1-(4-fluorophenyl)-2-oxo-1,2-dihydropyridine-3-carboxamide (0.101 g, 0.214 mmol), 1-(2-((tert-butyldimethylsilyl)oxy)ethyl)-4-(4,4,5,5-tetramethyl-1,3,2-dioxaborolan-2-yl)-1H-pyrazole (0.098 g, 0.278 mmol) and K2CO3 (0.089 g, 0.642 mmol) in dioxane (2 mL) and H2O (0.333 mL) was sparged with Ar, treated with Pd(PPh3)4 (0.012 g, 10.70 μmol), sparged with Ar again, and heated to 70° C. overnight. The mixture was cooled to RT, treated... Reactants: FC(C=1C=C(C=CC1)[C@H](CC=C)NC(=O)C=1C=NN(C1C)C1=CC=C(C=C1)Cl)(F)F (1-(4-chloro-phenyl)-5-methyl-1H-pyrazole-4-carboxylic acid [(S)-1-(3-trifluoromethyl-phenyl)-but-3-enyl]-amide), O=[O+][O-] (ozone). Solvent: C(Cl)Cl (CH2Cl2). The product is O=CC[C@@H](C1=CC(=CC=C1)C(F)(F)F)NC(=O)C=1C=NN(C1C)C1=CC=C(C=C1)Cl (1-(4-chloro-phenyl)-5-methyl-1H-pyrazole-4-carboxylic acid [(S)-3-oxo-1-(3-trifluoromethyl-phenyl)-propyl]-amide). Yield: 98.0%. Reaction SMILES: [F:1][C:2]([F:30])([F:29])[C:3]1[CH:4]=[C:5]([C@@H:9]([NH:13][C:14]([C:16]2[CH:17]=[N:18][N:19]([C:22]3[CH:27]=[CH:26][C:25]([Cl:28])=[CH:24][CH:23]=3)[C:20]=2[CH3:21])=[O:15])[CH2:10][CH:11]=C)[CH:6]=[CH:7][CH:8]=1.[O:31]=[O+][O-]>C(Cl)Cl>[O:31]=[CH:11][CH2:10][C@H:9]([NH:13][C:14]([C:16]1[CH:17]=[N:18][N:19]([C:22]2[CH:27]=[CH:26][C:25]([Cl:28])=[CH:24][CH:23]=2)[C:20]=1[CH3:21])=[O:15])[C:5]1[CH:6]=[CH:7][CH:8]=[C:3]([C:2]([F:30])([F:29])[F:1])[CH:4]=1. Reported procedure: A solution of 1-(4-chloro-phenyl)-5-methyl-1H-pyrazole-4-carboxylic acid [(S)-1-(3-trifluoromethyl-phenyl)-but-3-enyl]-amide (400 mg, 0.92 mmol) in CH2Cl2 (25 mL) at −78° C. is treated with ozone gas by bubbling for 30 min until a blue color is sustained. After stiffing for an additional hour at −78° C., dimethylsulfide (4.2 mL) is added. The reaction mixture is warmed to room temperature and concentrated in vacuo to afford 1-(4-chloro-phenyl)-5-methyl-1H-pyrazole-4-carboxylic acid [(S)-3-oxo-1-...